From a dataset of the Open Reaction Database (ORD), a public repository of structured organic reaction records. describe an organic reaction: reactants, conditions, products, and yield The reactants are OC1=CC=NC2=CC(=CC=C12)\C=C\C1=CC=CC=C1.OC1=CC=NC2=CC(=CC=C12)CCC1=CC=CC=C1 (4-hydroxy-7-phenethylquinoline trans-4-Hydroxy-7-styrylquinoline). The reagents and catalysts are [Pd] (palladium on activated carbon). Solvent: C(C)O (ethanol). The product is OC1=CC=NC2=C3C=CC=NC3=CC=C12 (4-Hydroxy-1,7-phenanthroline). Isolated yield 99.2%. As a reaction SMILES: [OH:1][C:2]1[C:11]2[C:6](=[CH:7][C:8](/C=C/C3C=CC=CC=3)=[CH:9][CH:10]=2)[N:5]=[CH:4][CH:3]=1.O[C:21]1C2C(=CC(CCC3C=CC=CC=3)=CC=2)[N:24]=[CH:23][CH:22]=1>C(O)C.[Pd]>[OH:1][C:2]1[C:11]2[C:6](=[C:7]3[C:8](=[CH:9][CH:10]=2)[N:24]=[CH:23][CH:22]=[CH:21]3)[N:5]=[CH:4][CH:3]=1 |f:0.1|. Reported procedure: Preparation 3: Preparation of 4-hydroxy-7-phenethylquinoline trans-4-Hydroxy-7-styrylquinoline (280 mg, 1.13 mmol) obtained in the Preparation 2 was dissolved in ethanol (200 ml), hydrogenated in the presence of 10% palladium on activated carbon (100 mg) and purified through silica gel column chromatography (Wako Gel™ C-200, methylene chloride : methanol=9 : 1) to obtain the titled compound (220mg, 78%). Starting materials: Cl.N[C@@H]1CC[C@H](CC1)NC(=O)C1=C(NC2=C1N=CN=C2C2=C(C=CC(=C2)OC)OCC2CC2)C (N-(trans-4-aminocyclohexyl)-4-[2-(cyclopropylmethoxy)-5-methoxyphenyl]-6-methyl-5H-pyrrolo[3,2-d]pyrimidine-7-carboxamide hydrochloride), C(C)(=O)O[C@H](C(=O)Cl)C ((2S)-1-chloro-1-oxopropan-2-yl acetate). Yields the product C1(CC1)COC1=C(C=C(C=C1)OC)C=1C2=C(N=CN1)C(=C(N2)C)C(=O)N[C@@H]2CC[C@H](CC2)NC([C@H](C)O)=O (4-[2-(Cyclopropylmethoxy)-5-methoxyphenyl]-N-(trans-4-{[(2S)-2-hydroxypropanoyl]amino}cyclohexyl)-6-methyl-5H-pyrrolo[3,2-d]pyrimidine-7-carboxamide). Reaction SMILES: Cl.[NH2:2][C@H:3]1[CH2:8][CH2:7][C@H:6]([NH:9][C:10]([C:12]2[C:16]3[N:17]=[CH:18][N:19]=[C:20]([C:21]4[CH:26]=[C:25]([O:27][CH3:28])[CH:24]=[CH:23][C:22]=4[O:29][CH2:30][CH:31]4[CH2:33][CH2:32]4)[C:15]=3[NH:14][C:13]=2[CH3:34])=[O:11])[CH2:5][CH2:4]1.C([O:38][C@@H:39]([CH3:43])[C:40](Cl)=[O:41])(=O)C>>[CH:31]1([CH2:30][O:29][C:22]2[CH:23]=[CH:24][C:25]([O:27][CH3:28])=[CH:26][C:21]=2[C:20]2[C:15]3[NH:14][C:13]([CH3:34])=[C:12]([C:10]([NH:9][C@H:6]4[CH2:7][CH2:8][C@H:3]([NH:2][C:40](=[O:41])[C@@H:39]([OH:38])[CH3:43])[CH2:4][CH2:5]4)=[O:11])[C:16]=3[N:17]=[CH:18][N:19]=2)[CH2:32][CH2:33]1 |f:0.1|. Reported procedure: Starting from N-(trans-4-aminocyclohexyl)-4-[2-(cyclopropylmethoxy)-5-methoxyphenyl]-6-methyl-5H-pyrrolo[3,2-d]pyrimidine-7-carboxamide hydrochloride (example D.f24) and commercially available (2S)-1-chloro-1-oxopropan-2-yl acetate the title compound is obtained as colorless solid.